Dataset: the Open Reaction Database (ORD), a public repository of structured organic reaction records. Task: describe an organic reaction: reactants, conditions, products, and yield The reactants are FC1=CC=C(CN(C2=NC=CC=C2)CCN(CCN)C)C=C1 (N-[2-[N-(4-fluorobenzyl)-N-(2-pyridyl)amino]ethyl]-N-methyl-1,2-ethanediamine), C(=O)(N1C=NC=C1)N1C=NC=C1 (1,1'-carbonyldiimidazole), N1(CCCCC1)CC=1C=C(OCCCN)C=CC1 (3-[3-(piperidinomethyl)phenoxy]propylamine). Yields the product FC1=CC=C(CN(C2=NC=CC=C2)CCN(C)CCNC(=O)NCCCOC2=CC(=CC=C2)CN2CCCCC2)C=C1 (N-[2-[N-[2-[N-(4-fluorobenzyl)-N-(2-pyridyl)amino]ethyl]-N-methylamino]ethyl]-N'-[3-[3-(piperidinomethyl)phenoxy]propyl]urea). RXN SMILES: [F:1][C:2]1[CH:22]=[CH:21][C:5]([CH2:6][N:7]([CH2:14][CH2:15][N:16]([CH3:20])[CH2:17][CH2:18][NH2:19])[C:8]2[CH:13]=[CH:12][CH:11]=[CH:10][N:9]=2)=[CH:4][CH:3]=1.[C:23](N1C=CN=C1)(N1C=CN=C1)=[O:24].[N:35]1([CH2:41][C:42]2[CH:43]=[C:44]([CH:50]=[CH:51][CH:52]=2)[O:45][CH2:46][CH2:47][CH2:48][NH2:49])[CH2:40][CH2:39][CH2:38][CH2:37][CH2:36]1>>[F:1][C:2]1[CH:22]=[CH:21][C:5]([CH2:6][N:7]([CH2:14][CH2:15][N:16]([CH2:17][CH2:18][NH:19][C:23]([NH:49][CH2:48][CH2:47][CH2:46][O:45][C:44]2[CH:50]=[CH:51][CH:52]=[C:42]([CH2:41][N:35]3[CH2:40][CH2:39][CH2:38][CH2:37][CH2:36]3)[CH:43]=2)=[O:24])[CH3:20])[C:8]2[CH:13]=[CH:12][CH:11]=[CH:10][N:9]=2)=[CH:4][CH:3]=1. Reported procedure: Preparation is effected analogously to Example 63, using 0.42 g (1.0 mmol) of N-[2-[N-(4-fluorobenzyl)-N-(2-pyridyl)amino]ethyl]-N-methyl-1,2-ethanediamine and the equimolar amounts of 1,1'-carbonyldiimidazole and 3-[3-(piperidinomethyl)phenoxy]propylamine as starting materials. Working up by chromatography analogously to Example 63 yields the purified title compound in the form of a viscous oil; MS (+FAB method): m/z (rel. int. [%])=577 ([M+H]+, 12), 229 (99), 109 (100); IR (KBr): 1640 cm-1 (C=... The reactants are C[O-].[Na+] (sodium methylate), Cl.NO (hydroxylamine hydrochloride), ClC=1C=C(NCC(=O)OCC)C=CC1Cl (ethyl 3,4-dichloroanilinoacetate), [Na] (sodium). Solvent: CO (methanol), CO (methanol). Run at time 8 hour. Product: ClC=1C=C(NCC(=O)NO)C=CC1Cl ((3,4-Dichloroanilino)-acetohydroxamic acid). Yield: 36.0%. RXN SMILES: C[O-].[Na+].[Na].Cl.[NH2:6][OH:7].[Cl:8][C:9]1[CH:10]=[C:11]([CH:19]=[CH:20][C:21]=1[Cl:22])[NH:12][CH2:13][C:14](OCC)=[O:15]>CO>[Cl:8][C:9]1[CH:10]=[C:11]([CH:19]=[CH:20][C:21]=1[Cl:22])[NH:12][CH2:13][C:14]([NH:6][OH:7])=[O:15] |f:0.1,3.4,^1:3|. Procedure details: A solution of sodium methylate, that is to say 3.22 g (0.14 gram atom) of sodium in 75 ml of methanol is mixed in the cold with 4.9 g (0.07 mol) of hydroxylamine hydrochloride in solution in 100 ml of methanol, the sodium chloride is filtered off and 16.1 g (0.065 mol) of ethyl 3,4-dichloroanilinoacetate are added to the filtrate. The reactants are left in contact overnight, the mixture is evaporated to dryness in vacuo, the residue is taken up with water, the solution is filtered over charcoal ... The reactants are CCOC(=O)CCc1cn(Cc2ccc(OCc3coc(-c4ccccc4)n3)cc2)nc1OCC, CCO, Cl, [Na+], C1CCOC1, [OH-]. Product: CCOc1nn(Cc2ccc(OCc3coc(-c4ccccc4)n3)cc2)cc1CCC(=O)O. RXN SMILES: [CH2:1]([CH3:2])[O:3][c:4]1[n:5][n:6]([CH2:16][c:17]2[cH:18][cH:19][c:20]([O:23][CH2:24][c:25]3[n:26][c:27](-[c:30]4[cH:31][cH:32][cH:33][cH:34][cH:35]4)[o:28][cH:29]3)[cH:21][cH:22]2)[cH:7][c:8]1[CH2:9][CH2:10][C:11](=[O:12])[O:13][CH2:14][CH3:15].[CH3:43][CH2:44][OH:45].[ClH:46].[Na+:37].[O:38]1[CH2:39][CH2:40][CH2:41][CH2:42]1.[OH-:36]>>[CH2:1]([CH3:2])[O:3][c:4]1[n:5][n:6]([CH2:16][c:17]2[cH:18][cH:19][c:20]([O:23][CH2:24][c:25]3[n:26][c:27](-[c:30]4[cH:31][cH:32][cH:33][cH:34][cH:35]4)[o:28][cH:29]3)[cH:21][cH:22]2)[cH:7][c:8]1[CH2:9][CH2:10][C:11](=[O:12])[OH:13]. Reactants: C(C)(C)(C)OC(NC1=NC=C(N=C1)CBr)=O ((5-bromomethyl-pyrazin-2-yl)-carbamic acid tert-butyl ester), C[S-].[Na+] (sodium thiomethoxide). The solvent is CC(=O)C (acetone). Run at temperature 25 celsius, time 15 minute. Product: C(C)(C)(C)OC(NC1=NC=C(N=C1)CSC)=O ((5-methylsulfanylmethyl-pyrazin-2-yl)-carbamic acid tert-butyl ester), crude white solid. Isolated yield 49.0%. As a reaction SMILES: [C:1]([O:5][C:6](=[O:16])[NH:7][C:8]1[CH:13]=[N:12][C:11]([CH2:14]Br)=[CH:10][N:9]=1)([CH3:4])([CH3:3])[CH3:2].[CH3:17][S-:18].[Na+]>CC(C)=O>[C:1]([O:5][C:6](=[O:16])[NH:7][C:8]1[CH:13]=[N:12][C:11]([CH2:14][S:18][CH3:17])=[CH:10][N:9]=1)([CH3:4])([CH3:3])[CH3:2] |f:1.2|. Reported procedure: A solution of (5-bromomethyl-pyrazin-2-yl)-carbamic acid tert-butyl ester (prepared according to WO 02/070494, 1.03 g, 3.575 mmol) in acetone (11.6 mL) was treated with sodium thiomethoxide (0.33 g, 4.473 mmol). The reaction mixture was stirred at 25° C. for 5 h 15 min. The reaction was then concentrated in vacuo, and the residue was partitioned between ethyl acetate (200 mL) and water (200 mL). The aqueous layer was back-extracted with ethyl acetate (100 mL). The combined organic layers were dr...